From a dataset of the Open Reaction Database (ORD), a public repository of structured organic reaction records. describe an organic reaction: reactants, conditions, products, and yield The reactants are CO (methanol), N(=[N+]=[N-])C(C)(C)C1=CC=C(C=C1)C=1NC(C2=CC(=CC=C2C1)F)=O (3-[4-(1-azido-1-methyl-ethyl)-phenyl]-7-fluoro-2H-isoquinolin-1-one), C(C)(=O)O (acetic acid), Cl (hydrochloric acid). The reagents and catalysts are [Zn] (zinc). Solvent: C1CCOC1 (THF), C1CCOC1 (THF), C1CCOC1 (THF). Run at time 18 hour. Yields the product Cl.NC(C)(C)C1=CC=C(C=C1)C=1NC(C2=CC(=CC=C2C1)F)=O (3-[4-(1-amino-1-methyl-ethyl)-phenyl]-7-fluoro-2H-isoquinolin-1-one hydrochloride). As a reaction SMILES: [N:1]([C:4]([C:7]1[CH:12]=[CH:11][C:10]([C:13]2[NH:14][C:15](=[O:24])[C:16]3[C:21]([CH:22]=2)=[CH:20][CH:19]=[C:18]([F:23])[CH:17]=3)=[CH:9][CH:8]=1)([CH3:6])[CH3:5])=[N+]=[N-].C(O)(=O)C.[ClH:29].CO>C1COCC1.[Zn]>[ClH:29].[NH2:1][C:4]([C:7]1[CH:12]=[CH:11][C:10]([C:13]2[NH:14][C:15](=[O:24])[C:16]3[C:21]([CH:22]=2)=[CH:20][CH:19]=[C:18]([F:23])[CH:17]=3)=[CH:9][CH:8]=1)([CH3:6])[CH3:5] |f:6.7|. Procedure: To a solution of 3-[4-(1-azido-1-methyl-ethyl)-phenyl]-7-fluoro-2H-isoquinolin-1-one (141 mg, 0.44 mmol) in 4 ml THF are added zinc dust (143 mg, 2.19 mmol) and acetic acid (250 μl, 4.37 mmol) and the mixture is stirred for 18 hours at room temperature. The suspension is diluted with THF and acidified with a small amount of 25% hydrochloric acid to obtain a clear solution. More THF and methanol are added. The mixture is filtered and the filtrate is evaporated. The residue is triturated with wate... Starting materials: NCc1ccco1, CN(C)c1ccc2nc(N)c(C#N)c(Cl)c2c1, O. The product is CN(C)c1ccc2nc(N)c(C#N)c(NCc3ccco3)c2c1. As a reaction SMILES: [CH2:18]([c:19]1[cH:20][cH:21][cH:22][o:23]1)[NH2:24].[NH2:1][c:2]1[n:3][c:4]2[cH:5][cH:6][c:7]([N:15]([CH3:16])[CH3:17])[cH:8][c:9]2[c:10]([Cl:14])[c:11]1[C:12]#[N:13].[OH2:25]>>[NH2:1][c:2]1[n:3][c:4]2[cH:5][cH:6][c:7]([N:15]([CH3:16])[CH3:17])[cH:8][c:9]2[c:10]([NH:24][CH2:18][c:19]2[cH:20][cH:21][cH:22][o:23]2)[c:11]1[C:12]#[N:13]. Reactants: Cc1ccccc1, CCC1(CC(=O)OC)OCCc2c1[nH]c1c(OCC(F)(F)F)c(Cl)ccc21, [Na+], [OH-]. Yields the product CCC1(CC(=O)O)OCCc2c1[nH]c1c(OCC(F)(F)F)c(Cl)ccc21. RXN SMILES: [CH3:30][c:31]1[cH:32][cH:33][cH:34][cH:35][cH:36]1.[Cl:1][c:2]1[cH:3][cH:4][c:5]2[c:6]3[c:7]([nH:8][c:9]2[c:10]1[O:11][CH2:12][C:13]([F:14])([F:15])[F:16])[C:17]([CH2:21][C:22](=[O:23])[O:24][CH3:25])([CH2:26][CH3:27])[O:18][CH2:19][CH2:20]3.[Na+:29].[OH-:28]>>[Cl:1][c:2]1[cH:3][cH:4][c:5]2[c:6]3[c:7]([nH:8][c:9]2[c:10]1[O:11][CH2:12][C:13]([F:14])([F:15])[F:16])[C:17]([CH2:21][C:22](=[O:23])[OH:24])([CH2:26][CH3:27])[O:18][CH2:19][CH2:20]3. Starting materials: Cl.N[C@H]1C[S@@](C[C@H]([C@@H]1O)CC1=CC(=C(C(=C1)O[C@@H](C(F)(F)F)COC)[N+](=O)[O-])F)=O ((1R,3R,4S,5S)-3-amino-5-[3-fluoro-4-nitro-5-((R)-2,2,2-trifluoro-1-methoxymethyl-ethoxy)-benzyl]-1-oxo-tetrahydro-thiopyran-4-ol hydrochloride), CC1(CC1)C=1C=C(C=O)C=CC1 (3-(1-methyl-cyclopropyl)benzaldehyde). The product is NC1=C(C=C(C[C@@H]2C[S@](C[C@@H]([C@H]2O)NCC2=CC(=CC=C2)C2(CC2)C)=O)C=C1O[C@@H](C(F)(F)F)COC)F ((1R,3S,4S,5R)-3-[4-Amino-3-fluoro-5-((R)-2,2,2-trifluoro-1-methoxymethyl-ethoxy)-benzyl]-5-[3-(1-methyl-cyclopropyl)-benzylamino]-1-oxo-tetrahydro-thiopyran-4-ol). As a reaction SMILES: Cl.[NH2:2][C@@H:3]1[C@@H:8]([OH:9])[C@H:7]([CH2:10][C:11]2[CH:16]=[C:15]([O:17][C@H:18]([CH2:23][O:24][CH3:25])[C:19]([F:22])([F:21])[F:20])[C:14]([N+:26]([O-])=O)=[C:13]([F:29])[CH:12]=2)[CH2:6][S@@:5](=[O:30])[CH2:4]1.[CH3:31][C:32]1([C:35]2[CH:36]=[C:37]([CH:40]=[CH:41][CH:42]=2)[CH:38]=O)[CH2:34][CH2:33]1>>[NH2:26][C:14]1[C:15]([O:17][C@H:18]([CH2:23][O:24][CH3:25])[C:19]([F:22])([F:21])[F:20])=[CH:16][C:11]([CH2:10][C@H:7]2[C@H:8]([OH:9])[C@@H:3]([NH:2][CH2:38][C:37]3[CH:40]=[CH:41][CH:42]=[C:35]([C:32]4([CH3:31])[CH2:33][CH2:34]4)[CH:36]=3)[CH2:4][S@:5](=[O:30])[CH2:6]2)=[CH:12][C:13]=1[F:29] |f:0.1|. Reported procedure: The title compound can be prepared in an analogous manner as described for example 41 steps c) and d) from (1R,3R,4S,5S)-3-amino-5-[3-fluoro-4-nitro-5-((R)-2,2,2-trifluoro-1-methoxymethyl-ethoxy)-benzyl]-1-oxo-tetrahydro-thiopyran-4-ol hydrochloride and 3-(1-methyl-cyclopropyl)benzaldehyde to yield the title compound as a yellowish foam: TLC (CH2Cl2-MeOH 9:1) Rf=0.48; HPLC RtG3=1.70 min; ESIMS [M+H]+=559.3; 1H NMR (400 MHz, DMSO-d6): δ 7.22-7.18 (m, 2H), 7.11 (d, 1H), 7.07 (d, 1H), 6.72 (s, 1H),... The reactants are ClC1=CC=C(C#N)C=C1 (p-chlorobenzonitrile), [H-].[Na+] (sodium hydride), C(C)#N (acetonitrile). Run in O (water), CCOCC (ether), CCOCC (ether), C(C)(C)O (isopropanol), CO (methanol). Product: NC(=CC#N)C1=CC=C(C=C1)Cl (β-amino-4-chlorocinnamonitrile). Reaction SMILES: [Cl:1][C:2]1[CH:9]=[CH:8][C:5]([C:6]#[N:7])=[CH:4][CH:3]=1.[H-].[Na+].[C:12](#[N:14])[CH3:13]>CCOCC.O.CO.C(O)(C)C>[NH2:7][C:6]([C:5]1[CH:8]=[CH:9][C:2]([Cl:1])=[CH:3][CH:4]=1)=[CH:13][C:12]#[N:14] |f:1.2|. Reported procedure: To a mixture of 68.5 g. of p-chlorobenzonitrile and 24.0 g. of sodium hydride (50% in mineral oil) in 250 ml. of ether is added, 26.1 ml. of acetonitrile and 2 ml. of isopropanol. The mixture is stirred and refluxed on a steam bath for 6 hours and then stirred overnight at room temperature. A 5 ml. portion of methanol and 250 ml. of water are added. The ether is boiled away on a steam bath and the mixture is filtered. The solid is dissolved in warm ethyl acetate and filtered. The filtrate is eva...